Dataset: the Open Reaction Database (ORD), a public repository of structured organic reaction records. Task: describe an organic reaction: reactants, conditions, products, and yield The product is CC(C)(C)OC(=O)N(CCOc1cc(Cl)cc(C(=O)N(CCCCn2cncn2)C2CCCC2)c1)c1ccncc1. Reactants: CC(C)(C)OC(=O)N(CCOc1cc(Cl)cc(C(=O)O)c1)c1ccncc1, CC#N, c1ncn(CCCCNC2CCCC2)n1. RXN SMILES: [C:1]([CH3:2])([CH3:3])([CH3:4])[O:5][C:6](=[O:7])[N:8]([CH2:9][CH2:10][O:11][c:12]1[cH:13][c:14]([C:15](=[O:16])[OH:17])[cH:18][c:19]([Cl:21])[cH:20]1)[c:22]1[cH:23][cH:24][n:25][cH:26][cH:27]1.[CH3:43][C:44]#[N:45].[CH:28]1([NH:33][CH2:34][CH2:35][CH2:36][CH2:37][n:38]2[n:39][cH:40][n:41][cH:42]2)[CH2:29][CH2:30][CH2:31][CH2:32]1>>[C:1]([CH3:2])([CH3:3])([CH3:4])[O:5][C:6](=[O:7])[N:8]([CH2:9][CH2:10][O:11][c:12]1[cH:13][c:14]([C:15](=[O:16])[N:33]([CH:28]2[CH2:29][CH2:30][CH2:31][CH2:32]2)[CH2:34][CH2:35][CH2:36][CH2:37][n:38]2[n:39][cH:40][n:41][cH:42]2)[cH:18][c:19]([Cl:21])[cH:20]1)[c:22]1[cH:23][cH:24][n:25][cH:26][cH:27]1. Reaction SMILES: [NH2:1][C:2]1[C:11]([CH3:12])=[CH:10][CH:9]=[C:8]2[C:3]=1[CH:4]=[CH:5][N:6]=[C:7]2[NH:13][C:14]1[CH:21]=[CH:20][C:17]([C:18]#[N:19])=[CH:16][CH:15]=1.F[C:23]1[C:28]([C:29]2[C:30]3[NH:37][CH:36]=[CH:35][C:31]=3[N:32]=[CH:33][N:34]=2)=[CH:27][CH:26]=[CH:25][N:24]=1.C[Si]([N-][Si](C)(C)C)(C)C.[Li+].Cl.C([O-])(O)=O.[Na+]>C1COCC1>[N:32]1[C:31]2[CH:35]=[CH:36][NH:37][C:30]=2[C:29]([C:28]2[C:23]([NH:1][C:2]3[C:11]([CH3:12])=[CH:10][CH:9]=[C:8]4[C:3]=3[CH:4]=[CH:5][N:6]=[C:7]4[NH:13][C:14]3[CH:21]=[CH:20][C:17]([C:18]#[N:19])=[CH:16][CH:15]=3)=[N:24][CH:25]=[CH:26][CH:27]=2)=[N:34][CH:33]=1 |f:2.3,5.6|. Reported procedure: A mixture of 4-(5-amino-6-methylisoquinolin-1-ylamino)benzonitrile (0.150 g, 0.55 mmol) and 4-(2-fluoropyridin-3-yl)-5H-pyrrolo[3,2-d]pyrimidine (0.13 g, 0.60 mmol) in anhydrous THF (10 mL) was stirred at RT and treated dropwise with lithium bis(trimethylsilyl)amide (1.0 M solution in THF; 1.7 mL, 1.7 mmol) to give a dark suspension. After 1 h stirring, the mixture was treated with 1 N aq HCl (10 mL) and stirred at RT for 10 min. The reaction mixture was added to satd NaHCO3 (70 mL) and extracte... Run in C1CCOC1 (THF). Reactants: Cl (HCl), C(=O)(O)[O-].[Na+] (NaHCO3), NC1=C2C=CN=C(C2=CC=C1C)NC1=CC=C(C#N)C=C1 (4-(5-amino-6-methylisoquinolin-1-ylamino)benzonitrile), FC1=NC=CC=C1C=1C2=C(N=CN1)C=CN2 (4-(2-fluoropyridin-3-yl)-5H-pyrrolo[3,2-d]pyrimidine), C[Si](C)(C)[N-][Si](C)(C)C.[Li+] (lithium bis(trimethylsilyl)amide). Yields the product N1=CN=C(C2=C1C=CN2)C=2C(=NC=CC2)NC2=C1C=CN=C(C1=CC=C2C)NC2=CC=C(C#N)C=C2 (4-(5-(3-(5H-pyrrolo[3,2-d]pyrimidin-4-yl)pyridin-2-ylamino)-6-methylisoquinolin-1-ylamino)benzonitrile). Reactants: CNCc1ccc(-c2nc3cccc4n3c2CN(Cc2ccc(OC)cc2OC)C4=O)cc1, O=C(O)C(F)(F)F, O. Product: O=C([O-])C(F)(F)F, C[NH2+]Cc1ccc(-c2nc3cccc4n3c2CNC4=O)cc1. Reaction SMILES: [CH3:1][O:2][c:3]1[cH:4][c:5]([O:28][CH3:29])[cH:30][cH:31][c:32]1[CH2:33][N:6]1[CH2:7][c:8]2[c:9](-[c:19]3[cH:20][cH:21][c:22]([CH2:25][NH:26][CH3:27])[cH:23][cH:24]3)[n:10][c:11]3[cH:12][cH:13][cH:14][c:15]([n:18]23)[C:16]1=[O:17].[F:35][C:36]([C:37](=[O:38])[OH:39])([F:40])[F:41].[OH2:34]>>[F:35][C:36]([C:37](=[O:38])[O-:39])([F:40])[F:41].[NH:6]1[CH2:7][c:8]2[c:9](-[c:19]3[cH:20][cH:21][c:22]([CH2:25][NH2+:26][CH3:27])[cH:23][cH:24]3)[n:10][c:11]3[cH:12][cH:13][cH:14][c:15]([n:18]23)[C:16]1=[O:17].